Dataset: the Open Reaction Database (ORD), a public repository of structured organic reaction records. Task: describe an organic reaction: reactants, conditions, products, and yield The reactants are BrC=1C(=NC=C(C(=O)NC2=CC=C(C=C2)OC(F)(F)F)C1)N1CCNCCC1 (5-bromo-6-(1,4-diazepan-1-yl)-N-(4-(trifluoromethoxy)phenyl)nicotinamide), N1=CC(=CC=C1)B(O)O (pyridin-3-ylboronic acid), C(=O)([O-])[O-].[Na+].[Na+] (Na2CO3), CCO (EtOH). Reagents/catalysts: Cl[Pd]([P](C1=CC=CC=C1)(C2=CC=CC=C2)C3=CC=CC=C3)([P](C4=CC=CC=C4)(C5=CC=CC=C5)C6=CC=CC=C6)Cl (Pd(PPh3)2Cl2). Run in COCCOC (DME), O (water). Yields the product N1(CCNCCC1)C1=NC=C(C=C1C=1C=NC=CC1)C(=O)NC1=CC=C(C=C1)OC(F)(F)F (2-(1,4-Diazepan-1-yl)-N-(4-(trifluoromethoxy)phenyl)-[3,3′-bipyridine]-5-carboxamide). RXN SMILES: Br[C:2]1[C:3]([N:22]2[CH2:28][CH2:27][CH2:26][NH:25][CH2:24][CH2:23]2)=[N:4][CH:5]=[C:6]([CH:21]=1)[C:7]([NH:9][C:10]1[CH:15]=[CH:14][C:13]([O:16][C:17]([F:20])([F:19])[F:18])=[CH:12][CH:11]=1)=[O:8].[N:29]1[CH:34]=[CH:33][CH:32]=[C:31](B(O)O)[CH:30]=1.C([O-])([O-])=O.[Na+].[Na+].CCO>COCCOC.Cl[Pd](Cl)([P](C1C=CC=CC=1)(C1C=CC=CC=1)C1C=CC=CC=1)[P](C1C=CC=CC=1)(C1C=CC=CC=1)C1C=CC=CC=1.O>[N:22]1([C:3]2[C:2]([C:31]3[CH:30]=[N:29][CH:34]=[CH:33][CH:32]=3)=[CH:21][C:6]([C:7]([NH:9][C:10]3[CH:15]=[CH:14][C:13]([O:16][C:17]([F:20])([F:19])[F:18])=[CH:12][CH:11]=3)=[O:8])=[CH:5][N:4]=2)[CH2:28][CH2:27][CH2:26][NH:25][CH2:24][CH2:23]1 |f:2.3.4,^1:55,74|. Procedure details: A mixture of 5-bromo-6-(1,4-diazepan-1-yl)-N-(4-(trifluoromethoxy)phenyl)nicotinamide (Stage 145.1, 51 mg, 0.111 mmol), pyridin-3-ylboronic acid (13.6 mg, 0.111 mmol), and Na2CO3 (35 mg, 0.333 mmol) in a mixture of DME (2.4 mL), EtOH (0.32 mL) and water (0.48 mL) was flushed with argon. Pd(PPh3)2Cl2 (4 mg, 0.005 mmol) was added and the mixture was subjected to MW irradiation at 125° C. for 20 min. The vial was cooled to RT and the RM was evaporated to dryness under reduced pressure to give a res... Reactants: NC1=C(C=CC=C1)NC(=O)C=1C(NN=C(C1)Cl)=O (6-chloro-3-oxo-2,3-dihydropyridazine-4-carboxylic acid (2-aminophenyl)amide). Run in C(C)(=O)O (acetic acid). Yields the product N1C(=NC2=C1C=CC=C2)C=2C(NN=C(C2)Cl)=O (4-(1H-Benzimidazol-2-yl)-6-chloro-2H-pyridazin-3-one). As a reaction SMILES: [NH2:1][C:2]1[CH:7]=[CH:6][CH:5]=[CH:4][C:3]=1[NH:8][C:9]([C:11]1[C:12](=[O:18])[NH:13][N:14]=[C:15]([Cl:17])[CH:16]=1)=O>C(O)(=O)C>[NH:8]1[C:3]2[CH:4]=[CH:5][CH:6]=[CH:7][C:2]=2[N:1]=[C:9]1[C:11]1[C:12](=[O:18])[NH:13][N:14]=[C:15]([Cl:17])[CH:16]=1. Procedure: A solution of 26.4 g of 6-chloro-3-oxo-2,3-dihydropyridazine-4-carboxylic acid (2-aminophenyl)amide in 500 ml of acetic acid is stirred at 110° C. for 2.5 hours and then the solvent is distilled off. The crude product obtained in this way is employed without further purification. Reactants: CC(C)([O-])C.[K+] (potassium tert.butoxide), O=C1NC(N2N1CCCC2C(=O)OC)=O (methyl hexahydro-1,3-dioxo-1H-1,2,4-triazolo[1,2-a]pyridazine-5-carboxylate), BrCC(=O)OCC1=CC=CC=C1 (benzyl bromoacetate). Solvent: C(C)(C)(C)O (tert.butanol), C(C)(C)(C)O (tert.butanol). Reaction conditions: time 4 hour. Yields the product COC(=O)C1N2N(CCC1)C(N(C2=O)CC(=O)OCC2=CC=CC=C2)=O (benzyl 5-methoxycarbonyl-2,3,5,6,7,8-hexahydro-1,3-dioxo-1H-1,2,4-triazolo[1,2-a]pyridazine-2-acetate). Yield: 52.2%. RXN SMILES: [O:1]=[C:2]1[N:6]2[CH2:7][CH2:8][CH2:9][CH:10]([C:11]([O:13][CH3:14])=[O:12])[N:5]2[C:4](=[O:15])[NH:3]1.CC(C)([O-])C.[K+].Br[CH2:23][C:24]([O:26][CH2:27][C:28]1[CH:33]=[CH:32][CH:31]=[CH:30][CH:29]=1)=[O:25]>C(O)(C)(C)C>[CH3:14][O:13][C:11]([CH:10]1[CH2:9][CH2:8][CH2:7][N:6]2[C:2](=[O:1])[N:3]([CH2:23][C:24]([O:26][CH2:27][C:28]3[CH:33]=[CH:32][CH:31]=[CH:30][CH:29]=3)=[O:25])[C:4](=[O:15])[N:5]12)=[O:12] |f:1.2|. Reported procedure: 1.50 g (0.007 mol) of methyl hexahydro-1,3-dioxo-1H-1,2,4-triazolo[1,2-a]pyridazine-5-carboxylate were dissolved in 40 ml of dry tert.butanol. A solution of 0.87 g (0.008 mol) of potassium tert.butoxide in 50 ml of dry tert.butanol was added and the mixture was stirred under reflux and under a nitrogen atmosphere for 4 hours. 1.61 g (0.007 mol) of benzyl bromoacetate were added and the heating was continued for a further 4 hours. The mixture was filtered and the filtrate was evaporated to drynes... The reactants are CC=1N(C(=C(N1)C)C)CCOCC(CC(=O)OCC)=O (Ethyl 4-[2-(2,4,5-trimethyl-1-imidazolyl)ethoxy]acetoacetate), ClC1=C(C=O)C=CC=C1 (2-chlorobenzaldehyde), N\C(=C/C(=O)OC)\C (methyl 3-aminocrotonate), C(C)(=O)O (acetic acid). Run in C(C)O (ethanol). Product: Cl.ClC1=C(C=CC=C1)C1C(=C(NC(=C1C(=O)OC)C)COCCN1C(=NC(=C1C)C)C)C(=O)OCC (4-(2-Chlorophenyl)-3-ethoxycarbonyl-5-methoxycarbonyl-6-methyl-2-[2-(2,4,5-trimethyl-1-imidazolyl)ethoxymethyl]-1,4-dihydropyridine, hydrochloride salt). Isolated yield 19.6%. Reaction SMILES: [CH3:1][C:2]1[N:3]([CH2:9][CH2:10][O:11][CH2:12][C:13](=O)[CH2:14][C:15]([O:17][CH2:18][CH3:19])=[O:16])[C:4]([CH3:8])=[C:5]([CH3:7])[N:6]=1.[Cl:21][C:22]1[CH:29]=[CH:28][CH:27]=[CH:26][C:23]=1[CH:24]=O.[NH2:30]/[C:31](/[CH3:37])=[CH:32]\[C:33]([O:35][CH3:36])=[O:34].C(O)(=O)C>C(O)C>[ClH:21].[Cl:21][C:22]1[CH:29]=[CH:28][CH:27]=[CH:26][C:23]=1[CH:24]1[C:32]([C:33]([O:35][CH3:36])=[O:34])=[C:31]([CH3:37])[NH:30][C:13]([CH2:12][O:11][CH2:10][CH2:9][N:3]2[C:4]([CH3:8])=[C:5]([CH3:7])[N:6]=[C:2]2[CH3:1])=[C:14]1[C:15]([O:17][CH2:18][CH3:19])=[O:16] |f:5.6|. Reported procedure: Ethyl 4-[2-(2,4,5-trimethyl-1-imidazolyl)ethoxy]acetoacetate (6.4 g), 2-chlorobenzaldehyde (3.2 g), methyl 3-aminocrotonate (2.6 g) and acetic acid (1 ml) in ethanol (15 ml) were mixed and heated under reflux for 4.5 hours. The cooled reaction mixture was then evaporated to dryness and the residue partitioned between 2N hydrochloric acid (100 ml) and toluene (50 ml). The acid layer was separated, extracted with methylene chloride (3×20 ml) and the extracts were washed with saturated aqueous sodi... Starting materials: ClCCl, Cc1ccc(C(=O)Cl)cc1, O=S(=O)(c1ccccc1)n1cccc1. The product is Cc1ccc(C(=O)c2cccn2S(=O)(=O)c2ccccc2)cc1. Reaction SMILES: [Cl:25][CH2:26][Cl:27].[c:15]1([CH3:24])[cH:16][cH:17][c:18]([C:21](=[O:22])[Cl:23])[cH:19][cH:20]1.[c:1]1([S:7](=[O:8])(=[O:9])[n:10]2[cH:11][cH:12][cH:13][cH:14]2)[cH:2][cH:3][cH:4][cH:5][cH:6]1>>[c:1]1([S:7](=[O:8])(=[O:9])[n:10]2[cH:11][cH:12][cH:13][c:14]2[C:21]([c:18]2[cH:17][cH:16][c:15]([CH3:24])[cH:20][cH:19]2)=[O:22])[cH:2][cH:3][cH:4][cH:5][cH:6]1. Reactants: CCc1cccc(CC)c1-c1cc(OC)c(C(O)c2ccccc2)cn1, CCCCCC, [Cl-], [H-], CCI, [NH4+], [Na+], CN(C)C=O. Product: CCOC(c1ccccc1)c1cnc(-c2c(CC)cccc2CC)cc1OC. RXN SMILES: [CH2:3]([CH3:4])[c:5]1[c:6](-[c:13]2[cH:14][c:15]([O:27][CH3:28])[c:16]([CH:19]([OH:20])[c:21]3[cH:22][cH:23][cH:24][cH:25][cH:26]3)[cH:17][n:18]2)[c:7]([CH2:11][CH3:12])[cH:8][cH:9][cH:10]1.[CH3:39][CH2:40][CH2:41][CH2:42][CH2:43][CH3:44].[Cl-:32].[H-:2].[I:29][CH2:30][CH3:31].[NH4+:33].[Na+:1].[O:34]=[CH:35][N:36]([CH3:37])[CH3:38]>>[CH2:3]([CH3:4])[c:5]1[c:6](-[c:13]2[cH:14][c:15]([O:27][CH3:28])[c:16]([CH:19]([O:20][CH2:30][CH3:31])[c:21]3[cH:22][cH:23][cH:24][cH:25][cH:26]3)[cH:17][n:18]2)[c:7]([CH2:11][CH3:12])[cH:8][cH:9][cH:10]1. Starting materials: CCOC(C)=O, COc1cc2c(cc1OC)C(=O)C(CC1CCN(Cc3ccccc3)CC1)C2, O=P(O)(O)O. Yields the product COc1cc2c(cc1OC)C(=O)C(CC1CCN(Cc3ccccc3)CC1)C2, O=P([O-])([O-])[O-]. As a reaction SMILES: [CH3:34][CH2:35][O:36][C:37](=[O:38])[CH3:39].[CH3:6][O:7][c:8]1[cH:9][c:10]2[c:29]([cH:30][c:31]1[O:32][CH3:33])[C:27](=[O:28])[CH:12]([CH2:13][CH:14]1[CH2:15][CH2:16][N:17]([CH2:20][c:21]3[cH:22][cH:23][cH:24][cH:25][cH:26]3)[CH2:18][CH2:19]1)[CH2:11]2.[P:1]([OH:2])([OH:3])([OH:4])=[O:5]>>[CH3:6][O:7][c:8]1[cH:9][c:10]2[c:29]([cH:30][c:31]1[O:32][CH3:33])[C:27](=[O:28])[CH:12]([CH2:13][CH:14]1[CH2:15][CH2:16][N:17]([CH2:20][c:21]3[cH:22][cH:23][cH:24][cH:25][cH:26]3)[CH2:18][CH2:19]1)[CH2:11]2.[P:1](=[O:2])([O-:3])([O-:4])[O-:5]. The reactants are [Br-], C1CCOC1, C[Mg+], Cc1nc(Cl)ccc1C=O. Product: Cc1nc(Cl)ccc1C(C)O. Reaction SMILES: [Br-:11].[CH2:14]1[O:15][CH2:16][CH2:17][CH2:18]1.[CH3:12][Mg+:13].[Cl:1][c:2]1[n:3][c:4]([CH3:10])[c:5]([CH:6]=[O:7])[cH:8][cH:9]1>>[Cl:1][c:2]1[n:3][c:4]([CH3:10])[c:5]([CH:6]([OH:7])[CH3:12])[cH:8][cH:9]1. The reactants are CC(C)(C)OC(=O)N1CC(O[Si](C)(C)C(C)(C)C)CC1COS(C)(=O)=O, CS(C)=O, N#C[Na], O. The product is CC(C)(C)OC(=O)N1CC(O[Si](C)(C)C(C)(C)C)CC1CC#N. RXN SMILES: [C:1]([CH3:2])([CH3:3])([CH3:4])[Si:5]([O:6][CH:7]1[CH2:8][CH:9]([CH2:19][O:20][S:21]([CH3:22])(=[O:23])=[O:24])[N:10]([C:12](=[O:13])[O:14][C:15]([CH3:16])([CH3:17])[CH3:18])[CH2:11]1)([CH3:25])[CH3:26].[CH3:31][S:32]([CH3:33])=[O:34].[Na:27][C:28]#[N:29].[OH2:30]>>[C:1]([CH3:2])([CH3:3])([CH3:4])[Si:5]([O:6][CH:7]1[CH2:8][CH:9]([CH2:19][C:28]#[N:29])[N:10]([C:12](=[O:13])[O:14][C:15]([CH3:16])([CH3:17])[CH3:18])[CH2:11]1)([CH3:25])[CH3:26].